From a dataset of the Open Reaction Database (ORD), a public repository of structured organic reaction records. describe an organic reaction: reactants, conditions, products, and yield Starting materials: C(CCC)C=1N=C(NC(C1CC1=CC=C(C=C1)C=1C(=CC=CC1)C#N)=O)C (4′-[(4-butyl-2-methyl-6-oxo-1,6-dihydropyrimidin-5-yl)methyl]biphenyl-2-carbonitrile), C([O-])([O-])=O.[K+].[K+] (potassium carbonate), BrCC1=C(C=CC=C1F)F (2-(bromomethyl)-1,3-difluorobenzene), CN(C=O)C (N,N-dimethylformamide). Solvent: C(C)(=O)OCC (ethyl acetate). Conditions: temperature 90 celsius, time 2 hour. The product is C(CCC)C=1N=C(N(C(C1CC1=CC=C(C=C1)C=1C(=CC=CC1)C#N)=O)CC1=C(C=CC=C1F)F)C (4′-{[4-butyl-1-(2,6-difluorobenzyl)-2-methyl-6-oxo-1,6-dihydropyrimidin-5-yl]methyl}biphenyl-2-carbonitrile). The yield is 30.6%. RXN SMILES: [CH2:1]([C:5]1[N:6]=[C:7]([CH3:27])[NH:8][C:9](=[O:26])[C:10]=1[CH2:11][C:12]1[CH:17]=[CH:16][C:15]([C:18]2[C:19]([C:24]#[N:25])=[CH:20][CH:21]=[CH:22][CH:23]=2)=[CH:14][CH:13]=1)[CH2:2][CH2:3][CH3:4].C(=O)([O-])[O-].[K+].[K+].Br[CH2:35][C:36]1[C:41]([F:42])=[CH:40][CH:39]=[CH:38][C:37]=1[F:43].CN(C)C=O>C(OCC)(=O)C>[CH2:1]([C:5]1[N:6]=[C:7]([CH3:27])[N:8]([CH2:35][C:36]2[C:41]([F:42])=[CH:40][CH:39]=[CH:38][C:37]=2[F:43])[C:9](=[O:26])[C:10]=1[CH2:11][C:12]1[CH:17]=[CH:16][C:15]([C:18]2[C:19]([C:24]#[N:25])=[CH:20][CH:21]=[CH:22][CH:23]=2)=[CH:14][CH:13]=1)[CH2:2][CH2:3][CH3:4] |f:1.2.3|. Procedure details: A mixture of 4′-[(4-butyl-2-methyl-6-oxo-1,6-dihydropyrimidin-5-yl)methyl]biphenyl-2-carbonitrile (1.22 g), potassium carbonate (0.94 g), 2-(bromomethyl)-1,3-difluorobenzene (0.56 g) and N,N-dimethylformamide (20 mL) was stirred at 90° C. for 2 hr. The reaction mixture was diluted with ethyl acetate, washed with water and then with saturated brine, and dried over anhydrous magnesium sulfate. The solvent was evaporated under reduced pressure and the residue was purified by silica gel column chrom... Starting materials: C(C1=CC=CC=C1)OC(=O)N1CC2=CC=CC=C2C[C@H]1CO ((S)-N-benzyloxycarbonyl-3-hydroxymethyl-1,2,3,4-tetrahydroisoquinoline), C(=O)(C=1NC=CN1)C=1NC=CN1 (carbonyl diimidazole), O1CCCC1 (tetrahydrofuran), [OH-].[NH4+] (Ammonium hydroxide). Conditions: time 45 minute. Yields the product C(C1=CC=CC=C1)OC(=O)N1CC2=CC=CC=C2C[C@H]1C(=O)OC(N)=O ((S)-N-benzyloxycarbonyl-3-carbamoyloxycarbonyl-1,2,3,4-tetrahydroisoquinoline). As a reaction SMILES: [CH2:1]([O:8][C:9]([N:11]1[C@H:20]([CH2:21][OH:22])[CH2:19][C:18]2[C:13](=[CH:14][CH:15]=[CH:16][CH:17]=2)[CH2:12]1)=[O:10])[C:2]1[CH:7]=[CH:6][CH:5]=[CH:4][CH:3]=1.C(C1NC=CN=1)(C1NC=CN=1)=O.[OH-:35].[NH4+:36].[O:37]1[CH2:41]CCC1>>[CH2:1]([O:8][C:9]([N:11]1[C@H:20]([C:21]([O:35][C:41](=[O:37])[NH2:36])=[O:22])[CH2:19][C:18]2[C:13](=[CH:14][CH:15]=[CH:16][CH:17]=2)[CH2:12]1)=[O:10])[C:2]1[CH:3]=[CH:4][CH:5]=[CH:6][CH:7]=1 |f:2.3|. Procedure: To (S)-N-benzyloxycarbonyl-3-hydroxymethyl-1,2,3,4-tetrahydroisoquinoline(1 g) in tetrahydrofuran (5 mL) was added carbonyl diimidazole (0.6 g) and stirred for 45 minutes. Ammonium hydroxide (30%, 5 mL) was added and after overnight stirring, the reaction mixture was extracted with ethyl acetate. The extract was washed with water, 0.5 N HCl, concentrated and recrystallized from ethanol to yield the product as a white solid (0.67 g). Melting point 136.0-137.9° C. Reactants: O=C(Cl)c1ccncc1, C1CCOC1, CO, Cl, Cl, [Na+], [OH-], Nc1nc2[nH]nc(-c3ccccc3)c2s1, c1ccncc1. Product: O=C(Nc1nc2[nH]nc(-c3ccccc3)c2s1)c1ccncc1. As a reaction SMILES: [C:23]([c:24]1[cH:25][cH:26][n:27][cH:28][cH:29]1)(=[O:30])[Cl:31].[CH2:35]1[O:36][CH2:37][CH2:38][CH2:39]1.[CH3:40][OH:41].[ClH:22].[ClH:34].[Na+:33].[OH-:32].[c:1]1(-[c:7]2[n:8][nH:9][c:10]3[n:11][c:12]([NH2:15])[s:13][c:14]23)[cH:2][cH:3][cH:4][cH:5][cH:6]1.[cH:16]1[cH:17][cH:18][n:19][cH:20][cH:21]1>>[c:1]1(-[c:7]2[n:8][nH:9][c:10]3[n:11][c:12]([NH:15][C:23]([c:24]4[cH:25][cH:26][n:27][cH:28][cH:29]4)=[O:30])[s:13][c:14]23)[cH:2][cH:3][cH:4][cH:5][cH:6]1. The reactants are C(C1=CC=CC=C1)(=O)NC1=CC=C(C=C1)C1=CC=C2CN(C(C2=C1)=O)[C@H](C(=O)OC)C(C)C ((S)-Methyl 2-(6-(4-benzamidophenyl)-1-oxoisoindolin-2-yl)-3-methylbutanoate), NC1=CC=C(C=C1)C1=CC=C2CN(C(C2=C1)=O)[C@H](C(=O)OC)C(C)C ((S)-Methyl 2-(6-(4-aminophenyl)-1-oxoisoindolin-2-yl)-3-methylbutanoate), ClC1=C(C(=O)Cl)C=CC=C1 (2-chloro benzoyl chloride). The product is ClC1=C(C(=O)NC2=CC=C(C=C2)C2=CC=C3CN(C(C3=C2)=O)[C@H](C(=O)OC)C(C)C)C=CC=C1 ((S)-Methyl 2-(6-(4-(2-chlorobenzamido)phenyl)-1-oxoisoindolin-2-yl)-3-methylbutanoate). The yield is 89.0%. Reaction SMILES: [C:1]([NH:9][C:10]1[CH:15]=[CH:14][C:13]([C:16]2[CH:24]=[C:23]3[C:19]([CH2:20][N:21]([C@@H:26]([CH:31]([CH3:33])[CH3:32])[C:27]([O:29][CH3:30])=[O:28])[C:22]3=[O:25])=[CH:18][CH:17]=2)=[CH:12][CH:11]=1)(=[O:8])[C:2]1[CH:7]=[CH:6][CH:5]=[CH:4][CH:3]=1.NC1C=CC(C2C=C3C(CN([C@@H](C(C)C)C(OC)=O)C3=O)=CC=2)=CC=1.[Cl:59]C1C=CC=CC=1C(Cl)=O>>[Cl:59][C:7]1[CH:6]=[CH:5][CH:4]=[CH:3][C:2]=1[C:1]([NH:9][C:10]1[CH:11]=[CH:12][C:13]([C:16]2[CH:24]=[C:23]3[C:19]([CH2:20][N:21]([C@@H:26]([CH:31]([CH3:33])[CH3:32])[C:27]([O:29][CH3:30])=[O:28])[C:22]3=[O:25])=[CH:18][CH:17]=2)=[CH:14][CH:15]=1)=[O:8]. Procedure details: The compound of example 131 was prepared analogous to compound of example 97 by reaction of compound of example 6 with 2-chloro benzoyl chloride. Reactants: C(C)(C)(C)OC(COC1=C(C=C(C=C1)Cl)C#C)=O (tert-butyl(4-chloro-2-ethynylphenoxy)acetate), C(C)(C)(C)OC(COC1=C(C=C(C=C1)Cl)C#C)=O (tert-butyl(4-chloro-2-ethynylphenoxy)acetate), BrC=1C=NC=CC1 (3-bromopyridine). Yields the product ClC1=CC(=C(OCC(=O)O)C=C1)C#CC=1C=NC=CC1 ([4-chloro-2-(pyridin-3-ylethynyl)phenoxy]acetic acid). RXN SMILES: C([O:5][C:6](=[O:18])[CH2:7][O:8][C:9]1[CH:14]=[CH:13][C:12]([Cl:15])=[CH:11][C:10]=1[C:16]#[CH:17])(C)(C)C.Br[C:20]1[CH:21]=[N:22][CH:23]=[CH:24][CH:25]=1>>[Cl:15][C:12]1[CH:13]=[CH:14][C:9]([O:8][CH2:7][C:6]([OH:5])=[O:18])=[C:10]([C:16]#[C:17][C:20]2[CH:21]=[N:22][CH:23]=[CH:24][CH:25]=2)[CH:11]=1. Procedure details: Following the general method as outlined in Example 10, starting from tert-butyl(4-chloro-2-ethynylphenoxy)acetate (Intermediate 3) and 3-bromopyridine (Fluka), the title compound was obtained as an off-white solid after purification by preparative HPLC. The reactants are C(C1=CC=CC=C1)OC1=C(OC(=CC1=O)CNS(=O)(=O)C=1C(=CC=CC1)C)C(=O)O (3-Benzyloxy-4-oxo-6-[(toluene-2-sulfonylamino)-methyl]-4H-pyran-2-carboxylic acid), C1(=CC=CC=C1)S(=O)(=O)C(C1=CC(C(=C(N1C)C(=O)O)OCC1=CC=CC=C1)=O)N (6-(benzene sulfonyl amino-methyl)-3-benzyloxy-1-methyl-4-oxo-1,4-dihydro-pyridine-2-carboxylic acid). Yields the product C(C1=CC=CC=C1)OC1=C(N(C(=CC1=O)CNS(=O)(=O)C=1C(=CC=CC1)C)C)C(=O)O (3-Benzyloxy-1-methyl-4-oxo-6-[(toluene-2-sulfonylamino)-methyl]-1,4-dihydro-pyridine-2-carboxylic acid). Yield: 87.3%. As a reaction SMILES: [CH2:1]([O:8][C:9]1[C:14](=[O:15])[CH:13]=[C:12]([CH2:16][NH:17][S:18]([C:21]2[C:22]([CH3:27])=[CH:23][CH:24]=[CH:25][CH:26]=2)(=[O:20])=[O:19])O[C:10]=1[C:28]([OH:30])=[O:29])[C:2]1[CH:7]=[CH:6][CH:5]=[CH:4][CH:3]=1.C1(S(C(N)C2[N:46](C)[C:45](C(O)=O)=C(OCC3C=CC=CC=3)C(=O)C=2)(=O)=O)C=CC=CC=1>>[CH2:1]([O:8][C:9]1[C:14](=[O:15])[CH:13]=[C:12]([CH2:16][NH:17][S:18]([C:21]2[C:22]([CH3:27])=[CH:23][CH:24]=[CH:25][CH:26]=2)(=[O:20])=[O:19])[N:46]([CH3:45])[C:10]=1[C:28]([OH:30])=[O:29])[C:2]1[CH:7]=[CH:6][CH:5]=[CH:4][CH:3]=1. Reported procedure: 3-Benzyloxy-1-methyl-4-oxo-6-[(toluene-2-sulfonylamino)-methyl]-1,4-dihydro-pyridine-2-carboxylic acid (13-02) (1.8 g, 87.26%) was synthesized as a yellow solid from 3-benzyloxy-4-oxo-6-[(toluene-2-sulfonylamino)-methyl]-4H-pyran-2-carboxylic acid (12-02) (2.0 g, 4.6 mmol) following the procedure described for 6-(benzenesulfonylamino-methyl)-3-benzyloxy-1-methyl-4-oxo-1,4-dihydro-pyridine-2-carboxylic acid (13-01). Starting materials: C(\C=C/C(=O)O)(=O)O.CN(C)CC1=CC=C(O1)CSC(N)=N (1-[[5-[(Dimethylamino)methyl]-2-furanylmethyl]thio]methanimidamide maleate), ClCCNC(=C[N+](=O)[O-])NC (N-(2-chloroethyl)-N'-methyl-2-nitro-1,1-ethenediamine), [OH-].[K+] (potassium hydroxide). The solvent is O (water), O (water), CO (methanol), CC(=O)C (acetone). Reaction conditions: time 40 hour. Product: CN(C)CC1=CC=C(O1)CSCCNC(=C[N+](=O)[O-])NC (N-[2-[[5-[(Dimethylamino)methyl]-2-furanylmethyl]thio]ethyl]-N'-methyl-2-nitro-1,1-ethenediamine). Isolated yield 19.6%. As a reaction SMILES: C(O)(=O)/C=C\C(O)=O.[CH3:9][N:10]([CH2:12][C:13]1[O:17][C:16]([CH2:18][S:19][C:20](=N)N)=[CH:15][CH:14]=1)[CH3:11].ClC[CH2:25][NH:26][C:27]([NH:32][CH3:33])=[CH:28][N+:29]([O-:31])=[O:30].[OH-].[K+]>O.CO.CC(C)=O>[CH3:11][N:10]([CH2:12][C:13]1[O:17][C:16]([CH2:18][S:19][CH2:20][CH2:25][NH:26][C:27]([NH:32][CH3:33])=[CH:28][N+:29]([O-:31])=[O:30])=[CH:15][CH:14]=1)[CH3:9] |f:0.1,3.4|. Procedure details: To a stirred solution of 1-[[5-[(Dimethylamino)methyl]-2-furanylmethyl]thio]methanimidamide maleate (1:2) (2.23 g) and N-(2-chloroethyl)-N'-methyl-2-nitro-1,1-ethenediamine (1.08 g) in water (20 ml) at 45° under an atmosphere of nitrogen was added a solution of potassium hydroxide (1.68 g) in water (3 ml). After 40 hr. at room temperature the solution was extracted with ether (2×50 ml) and the aqueous phase evaporated in vacuo. Tetrahydrofuran (70 ml), decolourising charcoal and an excess of anh...